From a dataset of the Open Reaction Database (ORD), a public repository of structured organic reaction records. describe an organic reaction: reactants, conditions, products, and yield Reactants: COc1ccc(N(C)C)cc1Br, O=C1Nc2ccc(Cl)cc2C1=O. The product is COc1ccc(N(C)C)cc1C1(O)C(=O)Nc2ccc(Cl)cc21. As a reaction SMILES: [Br:1][c:2]1[cH:3][c:4]([N:5]([CH3:6])[CH3:7])[cH:8][cH:9][c:10]1[O:11][CH3:12].[Cl:13][c:14]1[cH:15][c:16]2[c:20]([cH:21][cH:22]1)[NH:19][C:18](=[O:23])[C:17]2=[O:24]>>[c:2]1([C:17]2([OH:24])[c:16]3[cH:15][c:14]([Cl:13])[cH:22][cH:21][c:20]3[NH:19][C:18]2=[O:23])[cH:3][c:4]([N:5]([CH3:6])[CH3:7])[cH:8][cH:9][c:10]1[O:11][CH3:12]. Isolated yield 89.5%. The reactants are C(C)(=O)O (acetic acid), [Si](C)(C)(C(C)(C)C)OC[C@@H]1[C@@H]2[C@H]([C@@H](O1)N1C=NC=3C(N)=NC=NC13)O2 (5'-O-(t-butyldimethylsilyl)-2',3'-anhydroadenosine), solution, C(C)[BH-](CC)CC.[Li+] (lithium triethyl borohydride). Reaction conditions: time 3 hour. Reported procedure: To a stirred solution of 9.5 g (38.1 mmol) of 2',3'-anhydroadenosine (Robins, M. J.; Hansske, F; Low, N. H.; Park, J. I. Tetrahedron Lett. 1984, 367-370) in 114 mL of pyridine was added 11.5 g (76.2 mmol) of t-butyldimethylsilyl chloride. After 3.5 h at room temperature, an additional 5.75 g (38.1 mmol) of t-butyldimethylsilyl chloride was added. After a total of 4.25 h, the reaction mixture was diluted into 2 L of water and extracted with 3×500 mL of dichloromethane. The combined dichloromethan... Product: [Si](C)(C)(C(C)(C)C)OC[C@@H]1C[C@H]([C@@H](O1)N1C=NC=2C(N)=NC=NC12)O (5'-O-(t-Butyldimethylsilyl)-3'-deoxyadenosine). The solvent is C1CCOC1 (THF), C1CCOC1 (THF), CCOC(=O)C (EtOAc). Reaction SMILES: [Si:1]([O:8][CH2:9][C@H:10]1[O:14][C@@H:13]([N:15]2[C:24]3[N:23]=[CH:22][N:21]=[C:19]([NH2:20])[C:18]=3[N:17]=[CH:16]2)[C@@H:12]2[O:25][C@H:11]12)([C:4]([CH3:7])([CH3:6])[CH3:5])([CH3:3])[CH3:2].C([BH-](CC)CC)C.[Li+].C(O)(=O)C>C1COCC1.CCOC(C)=O>[Si:1]([O:8][CH2:9][C@H:10]1[O:14][C@@H:13]([N:15]2[C:24]3[N:23]=[CH:22][N:21]=[C:19]([NH2:20])[C:18]=3[N:17]=[CH:16]2)[C@H:12]([OH:25])[CH2:11]1)([C:4]([CH3:6])([CH3:7])[CH3:5])([CH3:3])[CH3:2] |f:1.2|. Solvent: CO (methanol). Reaction conditions: temperature 60 celsius. Starting materials: [OH-].[K+] (potassium hydroxide), C(C)(=O)N(C1=C(C=CC=C1)OC1=CC=CC=C1)CC1=C(C=CC=C1)C(=O)OC (N-acetyl-N-(2-methoxycarbonylbenzyl)-2-phenoxyaniline). Reported procedure: To a mixture of 23 ml of methanol and 3.6 ml of 2 N aqueous potassium hydroxide solution was added 2.26 g of N-acetyl-N-(2-methoxycarbonylbenzyl)-2-phenoxyaniline synthesized in the same manner as in Example 2, followed by stirring at 60° C. for an hour. The reaction mixture was concentrated under reduced pressure, water was added to the residue, and the mixture was made acidic with 2 N hydrochloric acid and extracted with ethyl acetate. The extract was washed with a saturated aqueous sodium chl... Reaction SMILES: [OH-].[K+].[C:3]([N:6]([CH2:20][C:21]1[CH:26]=[CH:25][CH:24]=[CH:23][C:22]=1[C:27]([O:29]C)=[O:28])[C:7]1[CH:12]=[CH:11][CH:10]=[CH:9][C:8]=1[O:13][C:14]1[CH:19]=[CH:18][CH:17]=[CH:16][CH:15]=1)(=[O:5])[CH3:4]>CO>[C:3]([N:6]([CH2:20][C:21]1[CH:26]=[CH:25][CH:24]=[CH:23][C:22]=1[C:27]([OH:29])=[O:28])[C:7]1[CH:12]=[CH:11][CH:10]=[CH:9][C:8]=1[O:13][C:14]1[CH:19]=[CH:18][CH:17]=[CH:16][CH:15]=1)(=[O:5])[CH3:4] |f:0.1|. The product is C(C)(=O)N(C1=C(C=CC=C1)OC1=CC=CC=C1)CC1=C(C=CC=C1)C(=O)O (N-acetyl-N-(2-carboxybenzyl)-2-phenoxyaniline). The yield is 92.4%.